This data is from the Open Reaction Database (ORD), a public repository of structured organic reaction records. The task is: describe an organic reaction: reactants, conditions, products, and yield Starting materials: CC(=O)O, Cc1c(CC#N)cccc1[N+](=O)[O-], O, O=S(=O)(O)O. Product: Cc1c(CC(=O)O)cccc1[N+](=O)[O-]. As a reaction SMILES: [CH3:14][C:15]([OH:16])=[O:17].[CH3:1][c:2]1[c:3]([CH2:11][C:12]#[N:13])[cH:4][cH:5][cH:6][c:7]1[N+:8](=[O:9])[O-:10].[OH2:23].[S:18](=[O:19])(=[O:20])([OH:21])[OH:22]>>[CH3:1][c:2]1[c:3]([CH2:14][C:15]([OH:16])=[O:17])[cH:4][cH:5][cH:6][c:7]1[N+:8](=[O:9])[O-:10]. The reactants are P(=O)(Cl)(Cl)Cl (phosphorus oxychloride), CN(C)C=O (DMF), [Cl-] (chloride), CN(C)C(C)S (dimethylaminoethanethiol), CC1=CC(N(C2=CC=CC=C12)C1=CC=CC=C1)=O (1,2-dihydro-4-methyl-1-phenyl-2-quinolone), [Cl-].ClC1=[N+](C2=CC=CC=C2C(=C1)C)C1=CC=CC=C1 (2-chloro-4-methyl-1-phenylquinolinium chloride). Run in C1(=CC=CC=C1)C (toluene), C(Cl)Cl (methylene chloride). Product: [Cl-].CN(CCSC1=[N+](C2=CC=CC=C2C=C1)C1=CC=CC=C1)C (2-dimethylaminoethylthio-1-phenylquinolinium chloride). As a reaction SMILES: C[C:2]1[C:11]2[C:6](=[CH:7][CH:8]=[CH:9][CH:10]=2)[N:5]([C:12]2[CH:17]=[CH:16][CH:15]=[CH:14][CH:13]=2)[C:4](=O)[CH:3]=1.P(Cl)(Cl)([Cl:21])=O.[CH3:24][N:25]([CH:27]=O)[CH3:26].[Cl-].ClC1C=C(C)C2C(=CC=CC=2)[N+]=1C1C=CC=CC=1.[Cl-].CN([CH:52]([SH:54])C)C>C1(C)C=CC=CC=1.C(Cl)Cl>[Cl-:21].[CH3:24][N:25]([CH3:26])[CH2:27][CH2:52][S:54][C:4]1[CH:3]=[CH:2][C:11]2[C:6](=[CH:7][CH:8]=[CH:9][CH:10]=2)[N+:5]=1[C:12]1[CH:13]=[CH:14][CH:15]=[CH:16][CH:17]=1 |f:3.4,9.10|. Procedure: The 1,2-dihydro-4-methyl-1-phenyl-2-quinolone is heated at reflux with 1.3 equivalents of phosphorus oxychloride and 1 equivalent of DMF in toluene for one hour to generate the 2-chloro-4-methyl-1-phenylquinolinium chloride (3). The chloride is then stirred in the corresponding dimethylaminoethanethiol in methylene chloride to produce the corresponding 2-dimethylaminoethylthio-1-phenylquinolinium chloride. This is then reacted with one equivalent each of the 2-(2-anilinovinyl)-3-methyl-benzoxazo...